Dataset: the Open Reaction Database (ORD), a public repository of structured organic reaction records. Task: describe an organic reaction: reactants, conditions, products, and yield The reactants are CC1(NC(CCC1)(C)C)C (2,2,6,6-tetramethylpiperidine), C(C)OC=1C(=C(C#N)C=CC1OCC)F (3,4-diethoxy-2-fluorobenzonitrile), CI (methyl iodide), C[Li] (methyl lithium), ice, Cl (hydrochloric acid). Run in O1CCCC1 (tetrahydrofuran), O1CCCC1 (tetrahydrofuran). Reaction conditions: temperature -78 celsius, time 30 minute. The product is C(C)OC=1C(=C(C#N)C(=CC1OCC)C)F (3,4-Diethoxy-2-fluoro-6-methylbenzonitrile). The yield is 81.9%. RXN SMILES: C[Li].[CH3:3]C1(C)CCCC(C)(C)N1.[CH2:13]([O:15][C:16]1[C:17]([F:27])=[C:18]([CH:21]=[CH:22][C:23]=1[O:24][CH2:25][CH3:26])[C:19]#[N:20])[CH3:14].CI.Cl>O1CCCC1>[CH2:13]([O:15][C:16]1[C:17]([F:27])=[C:18]([C:21]([CH3:3])=[CH:22][C:23]=1[O:24][CH2:25][CH3:26])[C:19]#[N:20])[CH3:14]. Procedure: Under a stream of nitrogen gas, methyl lithium (1.03 M diethyl ether solution, 18.2 mL, 18.8 mmol) was added to an ice-cooled solution of 2,2,6,6-tetramethylpiperidine (3.16 mL, 18.7 mmol) in tetrahydrofuran (30 mL), followed by 30 minutes of stirring. After cooling the reaction system to −78° C., a solution of 3,4-diethoxy-2-fluorobenzonitrile (3.90 g, 18.6 mmol) in tetrahydrofuran (20 mL) was added dropwise, and 30 minutes later, methyl iodide (1.4 mL, 22.4 mmol) was added dropwise, followed b... The reactants are N1C=NC2=C1C=CC(=C2)N2C(C(C(C2C2=C(C(=CC(=C2)F)F)F)=O)C(=O)OCC)=O (ethyl 1-(1H-benzo[d]imidazol-5-yl)-2,4-dioxo-5-(2,3,5-trifluorophenyl)pyrrolidine-3-carboxylate), Intermediate 7, Cl (hydrochloric acid). Yields the product N1C=NC2=C1C=CC(=C2)N2C(CC(C2C2=C(C(=CC(=C2)F)F)F)=O)=O (1-(1H-Benzo[d]imidazol-5-yl)-5-(2,3,5-trifluorophenyl)pyrrolidine-2,4-dione). As a reaction SMILES: [NH:1]1[C:5]2[CH:6]=[CH:7][C:8]([N:10]3[CH:14]([C:15]4[CH:20]=[C:19]([F:21])[CH:18]=[C:17]([F:22])[C:16]=4[F:23])[C:13](=[O:24])[CH:12](C(OCC)=O)[C:11]3=[O:30])=[CH:9][C:4]=2[N:3]=[CH:2]1.Cl>>[NH:1]1[C:5]2[CH:6]=[CH:7][C:8]([N:10]3[CH:14]([C:15]4[CH:20]=[C:19]([F:21])[CH:18]=[C:17]([F:22])[C:16]=4[F:23])[C:13](=[O:24])[CH2:12][C:11]3=[O:30])=[CH:9][C:4]=2[N:3]=[CH:2]1. Reported procedure: The compound was synthesized starting from ethyl 1-(1H-benzo[d]imidazol-5-yl)-2,4-dioxo-5-(2,3,5-trifluorophenyl)pyrrolidine-3-carboxylate (which may be prepared in accordance with the procedure described for Intermediate 7; 0.036 g, 0.086 mmol) and 5 N aqueous hydrochloric acid (3 ml) according to the method described in Method 1, step 3. Starting materials: C(C)(C)(C)OC(=O)N1CCC(CC1)C(=O)O (1-tert-butoxycarbonylpiperidine-4-carboxylic acid), FC(C1=NN(C(=C1)C(F)(F)F)C1=CC=C(N)C=C1)(F)F (4-[3,5-bis(trifluoromethyl)-1H-pyrazol-1-yl)aniline), Cl (hydrochloride), C1CCOC1 (THF). Run in C(C)(=O)OCC (ethyl acetate). Conditions: time 8 hour. Product: FC(C1=NN(C(=C1)C(F)(F)F)C1=CC=C(C=C1)NC(=O)C1CCN(CC1)C(=O)OC(C)(C)C)(F)F (tert-butyl 4-[4-[3,5-bis(trifluoromethyl)-1H-pyrazol-1-yl]phenylaminocarbonyl]piperidine-1-carboxylate). The yield is 78.9%. As a reaction SMILES: [C:1]([O:5][C:6]([N:8]1[CH2:13][CH2:12][CH:11]([C:14]([OH:16])=O)[CH2:10][CH2:9]1)=[O:7])([CH3:4])([CH3:3])[CH3:2].[F:17][C:18]([F:36])([F:35])[C:19]1[CH:23]=[C:22]([C:24]([F:27])([F:26])[F:25])[N:21]([C:28]2[CH:34]=[CH:33][C:31]([NH2:32])=[CH:30][CH:29]=2)[N:20]=1.Cl.C1COCC1>C(OCC)(=O)C>[F:36][C:18]([F:17])([F:35])[C:19]1[CH:23]=[C:22]([C:24]([F:25])([F:26])[F:27])[N:21]([C:28]2[CH:29]=[CH:30][C:31]([NH:32][C:14]([CH:11]3[CH2:10][CH2:9][N:8]([C:6]([O:5][C:1]([CH3:2])([CH3:3])[CH3:4])=[O:7])[CH2:13][CH2:12]3)=[O:16])=[CH:33][CH:34]=2)[N:20]=1. Procedure details: A mixture of 1-tert-butoxycarbonylpiperidine-4-carboxylic acid (198 mg), 4-[3,5-bis(trifluoromethyl)-1H-pyrazol-1-yl)aniline (206 mg), WSCD hydrochloride (172 mg) and THF (3 ml) was stirred overnight at room temperature. After adding ethyl acetate, the reaction solution was washed with water, saturated sodium bicarbonate aqueous solution, 1 N hydrochloric acid and saturated brine in that order. The organic layer was dried over anhydrous sodium sulfate and then concentrated under a reduced pressu... Starting materials: Br, COc1cccc(C2CCNCC2)c1. Product: Oc1cccc(C2CCNCC2)c1. As a reaction SMILES: [BrH:15].[CH3:1][O:2][c:3]1[cH:4][c:5]([CH:9]2[CH2:10][CH2:11][NH:12][CH2:13][CH2:14]2)[cH:6][cH:7][cH:8]1>>[OH:2][c:3]1[cH:4][c:5]([CH:9]2[CH2:10][CH2:11][NH:12][CH2:13][CH2:14]2)[cH:6][cH:7][cH:8]1. Starting materials: CS(=O)(=O)OCCCN(C)C(=O)OC(C)(C)C (3-(N-t-butoxycarbonyl-N-methylamino)propyl methanesulfonate), [H-].[Na+] (sodium hydride), [H-].[Na+] (sodium hydride), CC(CS)C (2-methyl-1-propanethiol), CC(CS)C (2-methyl-1-propanethiol). Run in O1CCCC1 (tetrahydrofuran), O1CCCC1 (tetrahydrofuran). Run at temperature 0 celsius, time 30 minute. The product is C(C(C)C)SCCCN(C)C(=O)OC(C)(C)C (3-(N-t-butoxycarbonyl-N-methylamino)propyl isobutyl sulfide). The yield is 28.4%. Reaction SMILES: [H-].[Na+].CS(O[CH2:8][CH2:9][CH2:10][N:11]([C:13]([O:15][C:16]([CH3:19])([CH3:18])[CH3:17])=[O:14])[CH3:12])(=O)=O.[CH3:20][CH:21]([CH3:24])[CH2:22][SH:23]>O1CCCC1>[CH2:22]([S:23][CH2:8][CH2:9][CH2:10][N:11]([C:13]([O:15][C:16]([CH3:17])([CH3:18])[CH3:19])=[O:14])[CH3:12])[CH:21]([CH3:24])[CH3:20] |f:0.1|. Procedure details: To a stirred suspension of sodium hydride (336 mg: 60% dispersion in oil) in anhydrous tetrahydrofuran (12 ml) was added a solution of 3-(N-t-butoxycarbonyl-N-methylamino)propyl methanesulfonate (2.139 g) in tetrahydrofuran (10 ml) dropwise over 5 minutes. After being stirred for 30 minutes, the mixture was cooled to 0° C., and 2-methyl-1-propanethiol (758 mg) was added dropwise at 0°-5° C. The mixture was then allowed to warm to ambient temperature and stirred for 24 hours. Additional 168 mg of... Starting materials: C(C)(C)(C)OC(C[C@@]1(CC(=NO1)C1=CC(=CC=C1)OC(C1=CC=C(C=C1)NC(=N)N)=O)C(=O)OC(C)(C)C)=O (tert-butyl (5S)-5-(2-tert-butoxy-2-oxoethyl)-3-(3-((4-carbamimidamidobenzoyl)oxy)phenyl)-4,5-dihydro-1,2-oxazole-5-carboxylate), C(=O)(C(F)(F)F)O (TFA). Conditions: time 2 hour. The product is FC(C(=O)O)(F)F.N(C(=N)N)C1=CC=C(C(=O)OC=2C=C(C=CC2)C2=NO[C@](C2)(C(=O)O)CC(=O)O)C=C1 ((5S)-3-(3-((4-Carbamimidamidobenzoyl)oxy)phenyl)-5-(carboxymethyl)-4,5-dihydro-1,2-oxazole-5-carboxylic acid trifluoroacetate). RXN SMILES: C([O:5][C:6](=[O:39])[CH2:7][C@@:8]1([C:32]([O:34]C(C)(C)C)=[O:33])[O:12][N:11]=[C:10]([C:13]2[CH:18]=[CH:17][CH:16]=[C:15]([O:19][C:20](=[O:31])[C:21]3[CH:26]=[CH:25][C:24]([NH:27][C:28]([NH2:30])=[NH:29])=[CH:23][CH:22]=3)[CH:14]=2)[CH2:9]1)(C)(C)C.[C:40]([OH:46])([C:42]([F:45])([F:44])[F:43])=[O:41]>>[F:43][C:42]([F:45])([F:44])[C:40]([OH:46])=[O:41].[NH:27]([C:24]1[CH:23]=[CH:22][C:21]([C:20]([O:19][C:15]2[CH:14]=[C:13]([C:10]3[CH2:9][C@:8]([CH2:7][C:6]([OH:39])=[O:5])([C:32]([OH:34])=[O:33])[O:12][N:11]=3)[CH:18]=[CH:17][CH:16]=2)=[O:31])=[CH:26][CH:25]=1)[C:28]([NH2:30])=[NH:29] |f:2.3|. Procedure details: A mixture of tert-butyl (5S)-5-(2-tert-butoxy-2-oxoethyl)-3-(3-((4-carbamimidamidobenzoyl)oxy)phenyl)-4,5-dihydro-1,2-oxazole-5-carboxylate (3.29 g) and TFA (30 mL) was stirred at room temperature for 2 hours. The reaction mixture was concentrated under reduced pressure, and then, the residue was washed with diethyl ether to obtain the title compound (3.01 g).